From a dataset of the Open Reaction Database (ORD), a public repository of structured organic reaction records. describe an organic reaction: reactants, conditions, products, and yield Reactants: C(#N)[BH3-].[Na+] (sodium cyanoborohydride), C(C)C=1NC2=CC(=CC=C2C1)F (2-ethyl-6-fluoro-1H-indole). The solvent is C(C)(=O)O (acetic acid). Reaction conditions: time 1 hour. The product is C(C)C1NC2=CC(=CC=C2C1)F (2-ethyl-6-fluoro-2,3-dihydro-1H-indole). RXN SMILES: C([BH3-])#N.[Na+].[CH2:5]([C:7]1[NH:8][C:9]2[C:14]([CH:15]=1)=[CH:13][CH:12]=[C:11]([F:16])[CH:10]=2)[CH3:6]>C(O)(=O)C>[CH2:5]([CH:7]1[CH2:15][C:14]2[C:9](=[CH:10][C:11]([F:16])=[CH:12][CH:13]=2)[NH:8]1)[CH3:6] |f:0.1|. Procedure details: 2.7 g (40 mmol) sodium cyanoborohydride were added to 1.6 g (10 mmol) 2-ethyl-6-fluoro-1H-indole in 20 mL conc. acetic acid and the mixture was stirred for 1 h at RT. The reaction mixture was evaporated down. The residue was mixed with 20 mL of a 4N HCl solution and stirred for 1 h at RT. Then 45 mL of a 4N sodium hydroxide solution was slowly added while cooling with ice and the mixture was extracted with ethyl acetate. The organic phase was dried on sodium sulphate and evaporated down. The reactants are CC(C)(CO[Si](c1ccccc1)(c1ccccc1)C(C)(C)C)c1cc(NC(=O)C(C)(C)S(=O)(=O)CC2CCC(=O)CC2)on1, C1CCOC1, CCCC[N+](CCCC)(CCCC)CCCC, [F-]. The product is CC(C)(CO)c1cc(NC(=O)C(C)(C)S(=O)(=O)CC2CCC(=O)CC2)on1. As a reaction SMILES: [C:1]([Si:2]([c:3]1[cH:4][cH:5][cH:33][cH:34][cH:35]1)([O:6][CH2:7][C:8]([CH3:9])([CH3:10])[c:11]1[n:12][o:13][c:14]([NH:16][C:17]([C:18]([CH3:19])([S:20](=[O:21])(=[O:22])[CH2:23][CH:24]2[CH2:25][CH2:26][C:27](=[O:30])[CH2:28][CH2:29]2)[CH3:31])=[O:32])[cH:15]1)[c:36]1[cH:37][cH:38][cH:39][cH:40][cH:41]1)([CH3:42])([CH3:43])[CH3:44].[CH2:63]1[O:64][CH2:65][CH2:66][CH2:67]1.[CH3:46][CH2:47][CH2:48][CH2:49][N+:50]([CH2:51][CH2:52][CH2:53][CH3:54])([CH2:55][CH2:56][CH2:57][CH3:58])[CH2:59][CH2:60][CH2:61][CH3:62].[F-:45]>>[OH:6][CH2:7][C:8]([CH3:9])([CH3:10])[c:11]1[n:12][o:13][c:14]([NH:16][C:17]([C:18]([CH3:19])([S:20](=[O:21])(=[O:22])[CH2:23][CH:24]2[CH2:25][CH2:26][C:27](=[O:30])[CH2:28][CH2:29]2)[CH3:31])=[O:32])[cH:15]1. Reactants: quartz, CO (methanol), [OH-].[Na+] (NaOH), Quartz, COC1=CC(=CC2=C1OCO2)C=2C(OC(C2CC2=CC(=C(C(=C2)OC)OC)OC)(C2=CC(=C(C=C2)OCC)C)O)=O (3-(7-methoxy-benzo[1,3]dioxol-5-yl)-5-hydroxy-5-(4-ethoxy-3-methylphenyl)-4-(3,4,5-trimethoxy-benzyl)-5H-furan-2-one), O (water). Yields the product C(C)OC1=C(C=C(C(=O)C(/C=C(/C(=O)O)\C2=CC3=C(OCO3)C(=C2)OC)CC2=CC(=C(C(=C2)OC)OC)OC)C=C1)C ((E)-4-(4-Ethoxy-3-methyl-benzoyl)-2-(7-methoxy-benzo[1,3]dioxol-5-yl)-4-(3,4,5-trimethoxy-benzyl)-but-2-enoic acid). As a reaction SMILES: [CH3:1][OH:2].[OH-:3].[Na+].COC1C2OCOC=2C=C(C2C(=O)O[C:19]([OH:44])([C:34]3[CH:39]=[CH:38][C:37]([O:40][CH2:41][CH3:42])=[C:36]([CH3:43])[CH:35]=3)[C:20]=2[CH2:21][C:22]2[CH:27]=[C:26]([O:28][CH3:29])[C:25]([O:30][CH3:31])=[C:24]([O:32][CH3:33])[CH:23]=2)C=1.[OH2:46]>>[CH2:41]([O:40][C:37]1[CH:38]=[CH:39][C:34]([C:19]([CH:20]([CH2:21][C:22]2[CH:23]=[C:24]([O:32][CH3:33])[C:25]([O:30][CH3:31])=[C:26]([O:28][CH3:29])[CH:27]=2)/[CH:20]=[C:21](\[C:22]2[CH:27]=[C:26]([O:28][CH3:29])[C:25]3[O:46][CH2:33][O:32][C:24]=3[CH:23]=2)/[C:1]([OH:3])=[O:2])=[O:44])=[CH:35][C:36]=1[CH3:43])[CH3:42] |f:1.2|. Procedure details: To 150 mL methanol to which 4.2 mL 1.00N NaOH had been added was added 3-(7-methoxy-benzo[1,3]dioxol-5-yl)-5-hydroxy-5-(4-ethoxy-3-methylphenyl)-4-(3,4,5-trimethoxy-benzyl)-5H-furan-2-one 2.00 g (3.95 mmol). The suspension was stirred to give solution and was placed in a 400 mL Pyrex™ beaker and diluted with 150 mL water. The beaker was covered with a quartz evaporating dish (100 mm o.d.×15 mm h., QRD 100; Quartz Scientific, Inc., Fairport Harbor, Ohio). The covered solution was irradiated for 2... Reactants: C1(=CC=CC=C1)C(OC1CCN(CC1)CCCOC1=C(C=CC=C1)NS(=O)(=O)C)C1=CC=CC=C1 (4-diphenylmethoxy-1-[3-(2-methanesulfonylaminophenoxy)propyl]piperidine), CS(=O)(=O)Cl (methanesulfonyl chloride), C1(=CC=CC=C1)C(OC1CCN(CC1)CCCOC1=C(C=CC=C1)N)C1=CC=CC=C1 (4-diphenylmethoxy-1-[3-(2-aminophenoxy)propyl]piperidine), C(C)S(=O)(=O)Cl (ethanesulfonyl chloride). Yields the product C1(=CC=CC=C1)C(OC1CCN(CC1)CCCOC1=C(C=CC=C1)NS(=O)(=O)CC)C1=CC=CC=C1 (4-diphenylmethoxy-1-[3-(2-ethanesulfonylaminophenoxy)propyl]piperidine). RXN SMILES: [C:1]1([CH:7]([C:30]2[CH:35]=[CH:34][CH:33]=[CH:32][CH:31]=2)[O:8][CH:9]2[CH2:14][CH2:13][N:12]([CH2:15][CH2:16][CH2:17][O:18][C:19]3[CH:24]=[CH:23][CH:22]=[CH:21][C:20]=3[NH:25][S:26]([CH3:29])(=[O:28])=[O:27])[CH2:11][CH2:10]2)[CH:6]=[CH:5][CH:4]=[CH:3][CH:2]=1.[C:36]1(C(C2C=CC=CC=2)OC2CCN(CCCOC3C=CC=CC=3N)CC2)C=CC=CC=1.C(S(Cl)(=O)=O)C.CS(Cl)(=O)=O>>[C:1]1([CH:7]([C:30]2[CH:31]=[CH:32][CH:33]=[CH:34][CH:35]=2)[O:8][CH:9]2[CH2:14][CH2:13][N:12]([CH2:15][CH2:16][CH2:17][O:18][C:19]3[CH:24]=[CH:23][CH:22]=[CH:21][C:20]=3[NH:25][S:26]([CH2:29][CH3:36])(=[O:28])=[O:27])[CH2:11][CH2:10]2)[CH:6]=[CH:5][CH:4]=[CH:3][CH:2]=1. Procedure details: The procedure of Example 1 (c) was repeated except for using 4-diphenylmethoxy-1-[3-(2-aminophenoxy)propyl]piperidine obtained in Example 1 (b) and ethanesulfonyl chloride instead of 4-diphenylmethoxy-1-[3-(2-aminophenoxy)propyl]piperidine and methanesulfonyl chloride to give the desired compound. Reactants: C(#N)C1=CC2=C(NC(=N2)C(CCC(=O)OC)(C)C2=C3C=CNC3=C(C=C2OC)C)C=C1 ((±)-Methyl 4-(5-cyano-1H-benzo[d]imidazol-2-yl)-4-(5-methoxy-7-methyl-1H-indol-4-yl)pentanoate), [OH-].[K+] (KOH). The solvent is CO (MeOH). Reaction conditions: time 30 minute. Product: C(#N)C1=CC2=C(NC(=N2)C(CCC(=O)O)(C)C2=C3C=CNC3=C(C=C2OC)C)C=C1 ((±)-4-(5-Cyano-1H-benzo[d]imidazol-2-yl)-4-(5-methoxy-7-methyl-1H-indol-4-yl)pentanoic acid). RXN SMILES: [C:1]([C:3]1[CH:31]=[CH:30][C:6]2[NH:7][C:8]([C:10]([C:18]3[C:26]([O:27][CH3:28])=[CH:25][C:24]([CH3:29])=[C:23]4[C:19]=3[CH:20]=[CH:21][NH:22]4)([CH3:17])[CH2:11][CH2:12][C:13]([O:15]C)=[O:14])=[N:9][C:5]=2[CH:4]=1)#[N:2].[OH-].[K+]>CO>[C:1]([C:3]1[CH:31]=[CH:30][C:6]2[NH:7][C:8]([C:10]([C:18]3[C:26]([O:27][CH3:28])=[CH:25][C:24]([CH3:29])=[C:23]4[C:19]=3[CH:20]=[CH:21][NH:22]4)([CH3:17])[CH2:11][CH2:12][C:13]([OH:15])=[O:14])=[N:9][C:5]=2[CH:4]=1)#[N:2] |f:1.2|. Reported procedure: (±)-Methyl 4-(5-cyano-1H-benzo[d]imidazol-2-yl)-4-(5-methoxy-7-methyl-1H-indol-4-yl)pentanoate (Example 155-L) (8.5 mg, 0.020 mmol) was dissolved in MeOH (300 μL) and then treated with 10% aq. KOH (70 μl, 0.125 mmol) and stirred at room temperature for 30 minutes. The reaction was directly purified using preparative HPLC (HC-B) to obtain the title compound. 1H NMR (400 MHz, DMSO-d6) δ ppm 10.87 (br. s., 1H) 7.92 (br. s.) 7.53 (br. s.) 7.42-7.49 (m) 7.09 (t, J=2.78 Hz, 1H) 6.73 (s, 1H) 5.62 (br. ... As a reaction SMILES: [CH3:27][OH:28].[o:1]1[c:2]([NH:10][c:11]2[cH:12][cH:13][c:14]([NH:17][c:18]3[n:19][cH:20][cH:21][cH:22][c:23]3[N+:24]([O-:25])=[O:26])[cH:15][cH:16]2)[n:3][c:4]2[c:5]1[cH:6][cH:7][cH:8][cH:9]2>>[o:1]1[c:2]([NH:10][c:11]2[cH:12][cH:13][c:14]([NH:17][c:18]3[n:19][cH:20][cH:21][cH:22][c:23]3[NH2:24])[cH:15][cH:16]2)[n:3][c:4]2[c:5]1[cH:6][cH:7][cH:8][cH:9]2. Yields the product Nc1cccnc1Nc1ccc(Nc2nc3ccccc3o2)cc1. The reactants are CO, O=[N+]([O-])c1cccnc1Nc1ccc(Nc2nc3ccccc3o2)cc1. Starting materials: Cc1[nH]c(C=O)c(C)c1CNC(=O)C(F)(F)F, CO, [Na+], [OH-]. Product: Cc1[nH]c(C=O)c(C)c1CN. As a reaction SMILES: [CH3:1][c:2]1[c:3]([CH:16]=[O:17])[nH:4][c:5]([CH3:15])[c:6]1[CH2:7][NH:8][C:9](=[O:10])[C:11]([F:12])([F:13])[F:14].[CH3:20][OH:21].[Na+:19].[OH-:18]>>[CH3:1][c:2]1[c:3]([CH:16]=[O:17])[nH:4][c:5]([CH3:15])[c:6]1[CH2:7][NH2:8]. Reactants: NC1CN(CC1)C=1N=C(C2=C(N1)SC=N2)NC2=CC(=C(C=C2)OC)OC (5-(3-aminopyrrolidin-1-yl)-N-(3,4-dimethoxyphenyl)thiazolo[5,4-d]pyrimidin-7-amine), N1N=CC2=CC(=CC=C12)C(=O)O (1H-indazole-5-carboxylic acid), CN1C=NC=C1 (1-methyl-1H-imidazole), CCN=C=NCCCN(C)C (EDCI). Solvent: ClCCl (dichloromethane), ClCCl (dichloromethane). Reaction conditions: time 15 hour. Yields the product COC=1C=C(C=CC1OC)NC=1C2=C(N=C(N1)N1CC(CC1)NC(=O)C=1C=C3C=NNC3=CC1)SC=N2 (N-(1-(7-(3,4-dimethoxyphenylamino)thiazolo[5,4-d]pyrimidin-5-yl)pyrrolidin-3-yl)-1H-indazole-5-carboxamide). The yield is 55.9%. As a reaction SMILES: [NH2:1][CH:2]1[CH2:6][CH2:5][N:4]([C:7]2[N:8]=[C:9]([NH:16][C:17]3[CH:22]=[CH:21][C:20]([O:23][CH3:24])=[C:19]([O:25][CH3:26])[CH:18]=3)[C:10]3[N:15]=[CH:14][S:13][C:11]=3[N:12]=2)[CH2:3]1.[NH:27]1[C:35]2[C:30](=[CH:31][C:32]([C:36](O)=[O:37])=[CH:33][CH:34]=2)[CH:29]=[N:28]1.CN1C=CN=C1.CCN=C=NCCCN(C)C>ClCCl>[CH3:26][O:25][C:19]1[CH:18]=[C:17]([NH:16][C:9]2[C:10]3[N:15]=[CH:14][S:13][C:11]=3[N:12]=[C:7]([N:4]3[CH2:5][CH2:6][CH:2]([NH:1][C:36]([C:32]4[CH:31]=[C:30]5[C:35](=[CH:34][CH:33]=4)[NH:27][N:28]=[CH:29]5)=[O:37])[CH2:3]3)[N:8]=2)[CH:22]=[CH:21][C:20]=1[O:23][CH3:24]. Procedure: To a solution of 5-(3-aminopyrrolidin-1-yl)-N-(3,4-dimethoxyphenyl)thiazolo[5,4-d]pyrimidin-7-amine (100 mg, 0.27 mmol) and 1H-indazole-5-carboxylic acid (44 mg, 0.27 mmol) in dichloromethane (20 mL) were added the solution of 1-methyl-1H-imidazole (88 mg, 1.1 mmol) and EDCI (206 mg, 1.1 mmol) in dichloromethane (10 mL). The reaction mixture was stirred at room temperature for 15 hours, the solid formed during the reaction was collected by filtration and washed with MeOH to afford N-(1-(7-(3,4-d... The reactants are C1N[C@H](CC=2C3=CC=CC=C3NC12)C(=O)O ((3R)-1,2,3,4-tetrahydro-β-carboline-3-carboxylic acid), [OH-].[K+] (KOH), C(C)O (ethanol), CI (methyl iodide), C(=S)=S (carbon disulfide). Run at time 1 hour. Product: CSC(=S)N1CC=2NC3=CC=CC=C3C2C[C@@H]1C(=O)O ((3R)-2-[(Methylthio)thiocarbonyl]-1,2,3,4-tetrahydro-β-carboline-3-carboxylic acid). Yield: 60.0%. RXN SMILES: [CH2:1]1[C:13]2[NH:12][C:11]3[C:6](=[CH:7][CH:8]=[CH:9][CH:10]=3)[C:5]=2[CH2:4][C@H:3]([C:14]([OH:16])=[O:15])[NH:2]1.[OH-].[K+].C(O)C.[CH3:22]I.[C:24](=[S:26])=[S:25]>>[CH3:22][S:25][C:24]([N:2]1[C@@H:3]([C:14]([OH:16])=[O:15])[CH2:4][C:5]2[C:6]3[C:11](=[CH:10][CH:9]=[CH:8][CH:7]=3)[NH:12][C:13]=2[CH2:1]1)=[S:26] |f:1.2|. Procedure details: To a mixture of (3R)-1,2,3,4-tetrahydro-β-carboline-3-carboxylic acid (6.49 g), KOH (3.5 g) and 50% ethanol (110 ml) is added dropwise carbon disulfide (1.82 ml) under ice-cooling. The mixture is stirred at room temprature for one hour, and thereto is added dropwise methyl iodide (2.5 ml). The mixture is further stirred at room temperature for 4 hours. The reaction mixture is distilled to remove the solvent. The residue is dissolved in water. The solution is acidified with 10% HCl and extracted ...